From a dataset of the Open Reaction Database (ORD), a public repository of structured organic reaction records. describe an organic reaction: reactants, conditions, products, and yield Starting materials: FC1(C2=CC[C@H]3[C@@H]4CCC([C@@]4(C)CC[C@@H]3[C@]2(CC[C@@H]1OC1OCCCC1)C)=O)F (4,4-difluoro-3β-(2-tetrahydropyranyloxy)androst-5-en-17-one), C1(CC1)N (cyclopropylamine). Run in CO (methanol). Yields the product C1(CC1)N=C1[C@]2(C)[C@@H](CC1)[C@@H]1CC=C3C([C@H](CC[C@]3(C)[C@H]1CC2)OC2OCCCC2)(F)F (17-(cyclopropylimino)-4,4-difluoro-3β-(2-tetrahydropyranyloxy)androst-5-ene). As a reaction SMILES: [F:1][C:2]1([F:29])[C@@H:19]([O:20][CH:21]2[CH2:26][CH2:25][CH2:24][CH2:23][O:22]2)[CH2:18][CH2:17][C@@:16]2([CH3:27])[C:3]1=[CH:4][CH2:5][C@@H:6]1[C@@H:15]2[CH2:14][CH2:13][C@@:11]2([CH3:12])[C@H:7]1[CH2:8][CH2:9][C:10]2=O.[CH:30]1([NH2:33])[CH2:32][CH2:31]1>CO>[CH:30]1([N:33]=[C:10]2[CH2:9][CH2:8][C@H:7]3[C@H:6]4[C@H:15]([CH2:14][CH2:13][C@:11]23[CH3:12])[C@:16]2([CH3:27])[C:3]([C:2]([F:1])([F:29])[C@@H:19]([O:20][CH:21]3[CH2:26][CH2:25][CH2:24][CH2:23][O:22]3)[CH2:18][CH2:17]2)=[CH:4][CH2:5]4)[CH2:32][CH2:31]1. Reported procedure: To a solution of 21 g of 4,4-difluoro-3β-(2-tetrahydropyranyloxy)androst-5-en-17-one in a mixture of 175 ml of cyclopropylamine and 150 ml of methanol there is added 5 g of molecular sieves. The reaction mixture is refluxed for 48 hours, cooled to room temperature, and filtered through magnesium sulfate. The magnesium sulfate is washed with ethyl acetate and the solvent is removed from the combined filtrates under reduced pressure to give 17-(cyclopropylimino)-4,4-difluoro-3β-(2-tetrahydropyrany...